Dataset: the Open Reaction Database (ORD), a public repository of structured organic reaction records. Task: describe an organic reaction: reactants, conditions, products, and yield Reactants: CS(=O)[O-].[Na+] (sodium methanesulfinate), Cl (HCl), BrC=1C=C2C(=C(C(=NC2=CC1)C1=CC(=CC=C1)C(F)(F)F)C)C(=O)O (6-bromo-3-methyl-2-[3-(trifluoromethyl)phenyl]-4-quinolinecarboxylic acid), CS(=O)[O-].[Na+] (sodium methanesulfinate). Reagents/catalysts: [Cu]I (copper(I) iodide), [Cu]I (copper(I) iodide). Run in CS(=O)C (dimethyl sulfoxide), C(C)(=O)OCC (ethyl acetate), O (water). Reaction conditions: temperature 120 celsius, time 22 hour. Product: CC=1C(=NC2=CC=C(C=C2C1C(=O)O)S(=O)(=O)C)C1=CC(=CC=C1)C(F)(F)F (3-methyl-6-(methylsulfonyl)-2-[3-(trifluoromethyl)phenyl]-4-quinolinecarboxylic acid). The yield is 45.3%. RXN SMILES: Br[C:2]1[CH:3]=[C:4]2[C:9](=[CH:10][CH:11]=1)[N:8]=[C:7]([C:12]1[CH:17]=[CH:16][CH:15]=[C:14]([C:18]([F:21])([F:20])[F:19])[CH:13]=1)[C:6]([CH3:22])=[C:5]2[C:23]([OH:25])=[O:24].[CH3:26][S:27]([O-:29])=[O:28].[Na+].Cl>CS(C)=O.C(OCC)(=O)C.O.[Cu]I>[CH3:22][C:6]1[C:7]([C:12]2[CH:17]=[CH:16][CH:15]=[C:14]([C:18]([F:21])([F:20])[F:19])[CH:13]=2)=[N:8][C:9]2[C:4]([C:5]=1[C:23]([OH:25])=[O:24])=[CH:3][C:2]([S:27]([CH3:26])(=[O:29])=[O:28])=[CH:11][CH:10]=2 |f:1.2|. Procedure: To a suspension of 6-bromo-3-methyl-2-[3-(trifluoromethyl)phenyl]-4-quinolinecarboxylic acid (10 g, 21.94 mmol) in dimethyl sulfoxide (146 mL) was added copper(I) iodide (8.36 g, 43.9 mmol) and sodium methanesulfinate (5.27 g, 43.9 mmol). The reaction mixture was alternately evacuated and purged with nitrogen three times and heated to 120° C. for 18 h. Additional copper(I) iodide (8.36 g, 43.9 mmol) and sodium methanesulfinate (5.27 g, 43.9 mmol) was added, and the mixture was stirred for an add... Reactants: NC1=NC2=C(C=3C=CC=NC13)C=CC(=C2)C(C)(C)O (2-(5-aminobenzo[f][1,7]naphthyridin-8-yl)propan-2-ol), CC=1C=CC(=CC1)S(=O)(=O)O (p-TsOH). The solvent is C1(=CC=CC=C1)C (toluene). The product is C=C(C)C1=CC=2C(=C3C=CC=NC3=C(N2)N)C=C1 (8-(prop-1-en-2-yl)benzo[f][1,7]naphthyridin-5-amine). Reaction SMILES: [NH2:1][C:2]1[C:11]2[N:10]=[CH:9][CH:8]=[CH:7][C:6]=2[C:5]2[CH:12]=[CH:13][C:14]([C:16](O)([CH3:18])[CH3:17])=[CH:15][C:4]=2[N:3]=1.CC1C=CC(S(O)(=O)=O)=CC=1>C1(C)C=CC=CC=1>[CH2:17]=[C:16]([C:14]1[CH:13]=[CH:12][C:5]2=[C:6]3[C:11](=[C:2]([NH2:1])[N:3]=[C:4]2[CH:15]=1)[N:10]=[CH:9][CH:8]=[CH:7]3)[CH3:18]. Procedure: A solution of 2-(5-aminobenzo[f][1,7]naphthyridin-8-yl)propan-2-ol (from the previous step) (1.0 eq.) and p-TsOH (2 eq.) in toluene (0.01 M) was stirred at 90° C. for 6 hours. The reaction was quenched by saturated NaHCO3 and extracted with EtOAc. The combined organic layer was washed with brine, dried over MgSO4 and concentrated en vacuo to obtain a crude residue. The crude material was purified by flash chromatography on a COMBIFLASH® system (ISCO) using 0-5% MeOH/DCM to give 8-(prop-1-en-2-yl... Starting materials: 2-[, [OH-].[Na+] (sodium hydroxide), CN(C=O)C (dimethylformamide), C(C(=O)O)(=O)O.CN(C)CCC1OC2=C(C(N(C1)CC1=CC=CC=C1)=O)C=CC=N2 (2-(dimethylamino ethyl]-2,3-dihydro-4-phenylmethylpyrido[3,2-f][1,4]oxazepin-5(4H)-one oxalate), hemihydrate. As a reaction SMILES: C(O)(=O)C(O)=O.[CH3:7][N:8]([CH2:10][CH2:11][CH:12]1[CH2:18][N:17](CC2C=CC=CC=2)[C:16](=[O:26])[C:15]2[CH:27]=[CH:28][CH:29]=[N:30][C:14]=2[O:13]1)[CH3:9].[OH-].[Na+].CN(C)C=O>O>[CH3:9][N:8]([CH3:7])[CH2:10][CH2:11][CH:12]1[CH2:18][NH:17][C:16](=[O:26])[C:15]2[CH:27]=[CH:28][CH:29]=[N:30][C:14]=2[O:13]1 |f:0.1,2.3|. Run at time 20 minute. Yields the product CN(CCC1OC2=C(C(NC1)=O)C=CC=N2)C (2-[2-(Dimethylamino)ethyl]-2,3-dihydropyrido[3,2-f][1,4]oxazepin-5(4H)-one). Solvent: O (water). Procedure: A solution of 3.0 g (0.006 mole) of 2-[2-(dimethylamino ethyl]-2,3-dihydro-4-phenylmethylpyrido[3,2-f][1,4]oxazepin-5(4H)-one oxalate [1:1.5]-hemihydrate in about 50 ml of water was made basic with dilute aqueous sodium hydroxide solution and then extracted with three 50 ml portions of benzene. The combined benzene extract was dried over anhydrous sodium sulfate and concentrated on the rotary evaporator (steam bath/50 mm). The residue was dried further by azeotroping 2 times with about 50 ml of ... The reactants are COC(=O)c1sc(Br)nc1Br, COc1cc2nc[nH]c2cc1OC, CN1CCCC1=O, [H-], [Na+], O. Yields the product COC(=O)c1sc(-n2cnc3cc(OC)c(OC)cc32)nc1Br. RXN SMILES: [CH3:16][O:17][C:18](=[O:19])[c:20]1[c:21]([Br:26])[n:22][c:23]([Br:25])[s:24]1.[CH3:1][O:2][c:3]1[cH:4][c:5]2[c:6]([nH:7][cH:8][n:9]2)[cH:10][c:11]1[O:12][CH3:13].[CH3:28][N:29]1[CH2:30][CH2:31][CH2:32][C:33]1=[O:34].[H-:15].[Na+:14].[OH2:27]>>[CH3:1][O:2][c:3]1[cH:4][c:5]2[c:6]([n:7][cH:8][n:9]2-[c:23]2[n:22][c:21]([Br:26])[c:20]([C:18]([O:17][CH3:16])=[O:19])[s:24]2)[cH:10][c:11]1[O:12][CH3:13]. Starting materials: C1CCOC1, Cc1c(CO)cc(-c2ccc(S(C)(=O)=O)cc2)n1-c1ccc(F)cc1, CCOC(=O)N=NC(=O)OCC, Oc1ccc(Cl)cc1, c1ccc(P(c2ccccc2)c2ccccc2)cc1. The product is Cc1c(COc2ccc(Cl)cc2)cc(-c2ccc(S(C)(=O)=O)cc2)n1-c1ccc(F)cc1. As a reaction SMILES: [CH2:65]1[O:66][CH2:67][CH2:68][CH2:69]1.[F:1][c:2]1[cH:3][cH:4][c:5](-[n:8]2[c:9]([CH3:25])[c:10]([CH2:23][OH:24])[cH:11][c:12]2-[c:13]2[cH:14][cH:15][c:16]([S:19](=[O:20])(=[O:21])[CH3:22])[cH:17][cH:18]2)[cH:6][cH:7]1.[O:53]=[C:54]([O:55][CH2:56][CH3:57])[N:58]=[N:59][C:60]([O:61][CH2:62][CH3:63])=[O:64].[OH:26][c:27]1[cH:28][cH:29][c:30]([Cl:31])[cH:32][cH:33]1.[c:34]1([P:35]([c:36]2[cH:37][cH:38][cH:39][cH:40][cH:41]2)[c:42]2[cH:43][cH:44][cH:45][cH:46][cH:47]2)[cH:48][cH:49][cH:50][cH:51][cH:52]1>>[F:1][c:2]1[cH:3][cH:4][c:5](-[n:8]2[c:9]([CH3:25])[c:10]([CH2:23][O:24][c:27]3[cH:28][cH:29][c:30]([Cl:31])[cH:32][cH:33]3)[cH:11][c:12]2-[c:13]2[cH:14][cH:15][c:16]([S:19](=[O:20])(=[O:21])[CH3:22])[cH:17][cH:18]2)[cH:6][cH:7]1. The reactants are COC1=CC=C2C=CC(=NC2=N1)N1C(C2=CC=CC=C2C1=O)OCC(=O)O ([2-(7-methoxy-1,8-naphthyridin-2-yl)-3-oxo-1-isoindolinyloxy]acetic acid), N,N'-carbonyldiimidazole, C(CCC)N (butylamine). Run in CN(C=O)C (dimethylformamide). The product is COC1=CC=C2C=CC(=NC2=N1)N1C(C2=CC=CC=C2C1=O)OCC(=O)NCCCC ([2-(7-methoxy-1,8-naphthyridin-2-yl)-3-oxo-1-isoindolinyloxy]-N-butylacetamide). Yield: 56.0%. Reaction SMILES: [CH3:1][O:2][C:3]1[N:12]=[C:11]2[C:6]([CH:7]=[CH:8][C:9]([N:13]3[C:21](=[O:22])[C:20]4[C:15](=[CH:16][CH:17]=[CH:18][CH:19]=4)[CH:14]3[O:23][CH2:24][C:25]([OH:27])=O)=[N:10]2)=[CH:5][CH:4]=1.[CH2:28]([NH2:32])[CH2:29][CH2:30][CH3:31]>CN(C)C=O>[CH3:1][O:2][C:3]1[N:12]=[C:11]2[C:6]([CH:7]=[CH:8][C:9]([N:13]3[C:21](=[O:22])[C:20]4[C:15](=[CH:16][CH:17]=[CH:18][CH:19]=4)[CH:14]3[O:23][CH2:24][C:25]([NH:32][CH2:28][CH2:29][CH2:30][CH3:31])=[O:27])=[N:10]2)=[CH:5][CH:4]=1. Procedure details: The procedure is as in Example 44, but starting with [2-(7-methoxy-1,8-naphthyridin-2-yl)-3-oxo-1-isoindolinyloxy]acetic acid (4.5 g) in anhydrous dimethylformamide (100 cc), N,N'-carbonyldiimidazole (2 g) and butylamine (0.73 g). After recrystallization in acetonitrile, [2-(7-methoxy-1,8-naphthyridin-2-yl)-3-oxo-1-isoindolinyloxy]-N-butylacetamide (2.35 g), m.p. 170° C., is obtained.